Dataset: the Open Reaction Database (ORD), a public repository of structured organic reaction records. Task: describe an organic reaction: reactants, conditions, products, and yield Reactants: C1(=CC=CC=C1)P(C1=CC=CC=C1)C1=CC=CC=C1 (Triphenylphosphine), N1=CC=CC=C1 (pyridine), ClC(C(=O)OC(C)(C)C)N1C(C(C1SCC#CC1=CC=C(C=C1)F)NC(C1=CC=CC=C1)(C1=CC=CC=C1)C1=CC=CC=C1)=O (1-(1-Chloro-1-t-butoxycarbonylmethyl)-3-(triphenylmethylamino)-4-(3-p-fluorophenylprop-2-ynylthio)azetidin-2-one). Solvent: O1CCCC1 (tetrahydrofuran), O1CCOCC1 (dioxan). Product: C(C)(C)(C)OC(=O)C(=P(C1=CC=CC=C1)(C1=CC=CC=C1)C1=CC=CC=C1)N1C(C(C1SCC#CC1=CC=C(C=C1)F)NC(C1=CC=CC=C1)(C1=CC=CC=C1)C1=CC=CC=C1)=O (1-(1-t-butoxycarbonyl-1-triphenylphosphoranylidenemethyl)-3-(triphenylmethylamino)-4-(3-p-fluorophenylprop-2-ynylthio)azetidin- 2-one). As a reaction SMILES: Cl[CH:2]([N:10]1[CH:13]([S:14][CH2:15][C:16]#[C:17][C:18]2[CH:23]=[CH:22][C:21]([F:24])=[CH:20][CH:19]=2)[CH:12]([NH:25][C:26]([C:39]2[CH:44]=[CH:43][CH:42]=[CH:41][CH:40]=2)([C:33]2[CH:38]=[CH:37][CH:36]=[CH:35][CH:34]=2)[C:27]2[CH:32]=[CH:31][CH:30]=[CH:29][CH:28]=2)[C:11]1=[O:45])[C:3]([O:5][C:6]([CH3:9])([CH3:8])[CH3:7])=[O:4].[C:46]1([P:52]([C:59]2[CH:64]=[CH:63][CH:62]=[CH:61][CH:60]=2)[C:53]2[CH:58]=[CH:57][CH:56]=[CH:55][CH:54]=2)[CH:51]=[CH:50][CH:49]=[CH:48][CH:47]=1.N1C=CC=CC=1>O1CCCC1.O1CCOCC1>[C:6]([O:5][C:3]([C:2]([N:10]1[CH:13]([S:14][CH2:15][C:16]#[C:17][C:18]2[CH:19]=[CH:20][C:21]([F:24])=[CH:22][CH:23]=2)[CH:12]([NH:25][C:26]([C:39]2[CH:40]=[CH:41][CH:42]=[CH:43][CH:44]=2)([C:33]2[CH:38]=[CH:37][CH:36]=[CH:35][CH:34]=2)[C:27]2[CH:32]=[CH:31][CH:30]=[CH:29][CH:28]=2)[C:11]1=[O:45])=[P:52]([C:53]1[CH:54]=[CH:55][CH:56]=[CH:57][CH:58]=1)([C:59]1[CH:64]=[CH:63][CH:62]=[CH:61][CH:60]=1)[C:46]1[CH:47]=[CH:48][CH:49]=[CH:50][CH:51]=1)=[O:4])([CH3:7])([CH3:9])[CH3:8]. Procedure: 1-(1-Chloro-1-t-butoxycarbonylmethyl)-3-(triphenylmethylamino)-4-(3-p-fluorophenylprop-2-ynylthio)azetidin-2-one (570mg) was dissolved in a 1:1 mixture of dry tetrahydrofuran and dioxan (20ml) under nitrogen. Triphenylphosphine (495mg) and dry pyridine (150mg) were added and the mixture heated at 49° for 16 hours. The reaction mixture was filtered, the filtrate evaporated. The residue was triturated with toluene and the soluble portion re-evaporated. Chromatography on silica afforded 1-(1-t-buto... Starting materials: COc1cccc(CCNC(=O)[O-])c1, [Na+], [OH-], O. Yields the product COc1ccc2c(c1)CCNC2=O. Reaction SMILES: [CH3:1][O:2][c:3]1[cH:4][c:5]([CH2:9][CH2:10][NH:11][C:12]([O-:13])=[O:14])[cH:6][cH:7][cH:8]1.[Na+:16].[OH-:15].[OH2:17]>>[CH3:1][O:2][c:3]1[cH:4][c:5]2[c:6]([cH:7][cH:8]1)[C:12](=[O:14])[NH:11][CH2:10][CH2:9]2. The reactants are resultant solution, FC(S(=O)(=O)OC1=NC=C(C=C1)C(=O)O)(F)F (2-trifluoromethanesulfonyloxy-5-pyridine-carboxylic acid), S1C(=CC=C1)B(O)O (2-thienylboronic acid), [OH-].[Ba+2].[OH-] (barium hydroxide), COCCOC (DME). Reagents/catalysts: [Pd].C1(=CC=CC=C1)P(C1=CC=CC=C1)C1=CC=CC=C1.C1(=CC=CC=C1)P(C1=CC=CC=C1)C1=CC=CC=C1.C1(=CC=CC=C1)P(C1=CC=CC=C1)C1=CC=CC=C1.C1(=CC=CC=C1)P(C1=CC=CC=C1)C1=CC=CC=C1 (Tetrakis(triphenyl-phosphine) palladium(0)). Solvent: O (water). Yields the product S1C(=CC=C1)C1=NC=C(C=C1)C(=O)O (2-(Thien-2-yl)-5-pyridinecarboxylic acid). As a reaction SMILES: FC(F)(F)S(O[C:7]1[CH:12]=[CH:11][C:10]([C:13]([OH:15])=[O:14])=[CH:9][N:8]=1)(=O)=O.[S:18]1[CH:22]=[CH:21][CH:20]=[C:19]1B(O)O.[OH-].[Ba+2].[OH-].COCCOC>[Pd].C1(P(C2C=CC=CC=2)C2C=CC=CC=2)C=CC=CC=1.C1(P(C2C=CC=CC=2)C2C=CC=CC=2)C=CC=CC=1.C1(P(C2C=CC=CC=2)C2C=CC=CC=2)C=CC=CC=1.C1(P(C2C=CC=CC=2)C2C=CC=CC=2)C=CC=CC=1.O>[S:18]1[CH:22]=[CH:21][CH:20]=[C:19]1[C:7]1[CH:12]=[CH:11][C:10]([C:13]([OH:15])=[O:14])=[CH:9][N:8]=1 |f:2.3.4,6.7.8.9.10|. Procedure: A mixture of 2-trifluoromethanesulfonyloxy-5-pyridine-carboxylic acid (0.442 g, 1.72 mmol), 2-thienylboronic acid (1.56 g, 12.79 mmol), barium hydroxide (0.813 mg, 2.58 mmol), DME (8 mL) and water (1.5 mL) is purged with dry argon. Tetrakis(triphenyl-phosphine) palladium(0) (99.0 mg, 0.086 mmol) is added, and the resultant solution is stirred at 80° C. for 4 hours. The solvents are evaporated in vacuo, and the residue is partitioned between EtOAc and water. The aqueous extract is separated, and ... Reactants: C(C1=CC=CC=C1)OC(=O)N1CCC(CC1)C(CC(C(=O)C1=CC=C(C=C1)F)C1=CC=NC=C1)=O (4-(1-benzyloxycarbonylpiperidin-4-yl)-2-(4-pyridyl)-1-(4-fluorophenyl)butane-1,4-dione), C(C)(=O)[O-].[NH4+] (ammonium acetate). Run in C(C)(=O)OCC (ethyl acetate), C(C)(=O)O (acetic acid). Product: FC1=CC=C(C=C1)C=1NC(=CC1C1=CC=NC=C1)C1CCN(CC1)C(=O)OCC1=CC=CC=C1 (2-(4-fluorophenyl)-5-(1-benzyloxycarbonylpiperidin-4-yl)-3-(4-pyridinyl)pyrrole). Reaction SMILES: [CH2:1]([O:8][C:9]([N:11]1[CH2:16][CH2:15][CH:14]([C:17](=O)[CH2:18][CH:19]([C:29]2[CH:34]=[CH:33][N:32]=[CH:31][CH:30]=2)[C:20]([C:22]2[CH:27]=[CH:26][C:25]([F:28])=[CH:24][CH:23]=2)=O)[CH2:13][CH2:12]1)=[O:10])[C:2]1[CH:7]=[CH:6][CH:5]=[CH:4][CH:3]=1.C([O-])(=O)C.[NH4+:40]>C(O)(=O)C.C(OCC)(=O)C>[F:28][C:25]1[CH:26]=[CH:27][C:22]([C:20]2[NH:40][C:17]([CH:14]3[CH2:15][CH2:16][N:11]([C:9]([O:8][CH2:1][C:2]4[CH:7]=[CH:6][CH:5]=[CH:4][CH:3]=4)=[O:10])[CH2:12][CH2:13]3)=[CH:18][C:19]=2[C:29]2[CH:34]=[CH:33][N:32]=[CH:31][CH:30]=2)=[CH:23][CH:24]=1 |f:1.2|. Procedure: The product of Step 2 was heated in 5 ml of acetic acid in the presence of 2.0 g ammonium acetate at 110° C. for 1.5 hours. The reaction mixture was diluted with ethyl acetate (10 mL) and washed with water. The combined organic phases were washed with brine and dried over MgSO4. The mixture was filtered and the filtrate was concentrated in vacuo. The residue was purified by MPLC over silica gel eluting with 2% MeOH/CH2Cl2 to give the desired product. H1-NMR (CDCl3, 300 MHz):1.67 (m, 2H); 2.02 (b...